Task: describe an organic reaction: reactants, conditions, products, and yield. Dataset: the Open Reaction Database (ORD), a public repository of structured organic reaction records The reactants are O=C(O)C(c1ccccc1)c1ccccc1, COc1ccc(N)cc1OC. The reagents and catalysts are CCN=C=NCCCN(C)C.Cl (EDC-HCl), CCN(C(C)C)C(C)C (DIPEA), C1=CC=C2C(=C1)C(=O)N(C2=O)O (N-Hydroxyphthalimide). Solvent: CN(C)C=O (DMF), CN(C)C=O (DMF), CN(C)C=O (DMF), CN(C)C=O (DMF), CN(C)C=O (DMF), CN(C)C=O (DMF). Reaction conditions: temperature 25 celsius, time 2 hour. Product: COc1ccc(NC(=O)C(c2ccccc2)c2ccccc2)cc1OC. Isolated yield 5.5%. As a reaction SMILES: COc1ccc(N)cc1OC.O=C(O)C(c1ccccc1)c1ccccc1.CCN=C=NCCCN(C)C.Cl.C1=CC=C2C(=C1)C(=O)N(C2=O)O.CCN(C(C)C)C(C)C.CN(C)C=O>>COc1ccc(NC(=O)C(c2ccccc2)c2ccccc2)cc1OC. Starting materials: ClC1=C(C=C(C=C1)CO)OCCF ([4-chloro-3-(2-fluoro-ethoxy)-phenyl]-methanol). Reagents/catalysts: O=[Mn]=O (MnO2). Run in ClCCl (dichloromethane). Reaction conditions: time 6 hour. The product is ClC1=C(C=C(C=O)C=C1)OCCF (4-Chloro-3-(2-fluoro-ethoxy)-benzaldehyde). Reaction SMILES: [Cl:1][C:2]1[CH:7]=[CH:6][C:5]([CH2:8][OH:9])=[CH:4][C:3]=1[O:10][CH2:11][CH2:12][F:13]>ClCCl.O=[Mn]=O>[Cl:1][C:2]1[CH:7]=[CH:6][C:5]([CH:8]=[O:9])=[CH:4][C:3]=1[O:10][CH2:11][CH2:12][F:13]. Reported procedure: To a solution of [4-chloro-3-(2-fluoro-ethoxy)-phenyl]-methanol (1.19 g, 5.82 mmol, 1.0 equiv) in dichloromethane (60 mL) was added activated MnO2 (10.1 g, 116.31 mmol, 20.0 equiv). The reaction mixture was stirred vigorously for 6 h at ambient temperature and then filtered through Hyflo Super Cel providing after evaporation of the solvent under reduced pressure 0.91 g (77%) of the title compound. MS (EI): 202.0 [M]+.